The task is: describe an organic reaction: reactants, conditions, products, and yield. This data is from the Open Reaction Database (ORD), a public repository of structured organic reaction records. Starting materials: C(C=C)(=O)OCCOC1=CC=C(C(=O)OC2=CC=C(C=C2)OC(C2=CC=C(C=C2)F)=O)C=C1 (4-[(4-fluorobenzoyl)oxy]phenyl 4-[2-(acryloyloxy)ethoxy]benzoate), C(CCC)OC1=CC=C(C(=O)O)C=C1 (4-butoxybenzoic acid). As a reaction SMILES: [C:1]([O:5][CH2:6][CH2:7][O:8][C:9]1[CH:33]=[CH:32][C:12]([C:13]([O:15][C:16]2[CH:21]=[CH:20][C:19]([O:22][C:23](=[O:31])[C:24]3[CH:29]=[CH:28][C:27](F)=[CH:26][CH:25]=3)=[CH:18][CH:17]=2)=[O:14])=[CH:11][CH:10]=1)(=[O:4])[CH:2]=[CH2:3].[CH2:34]([O:38]C1C=CC(C(O)=O)=CC=1)[CH2:35][CH2:36][CH3:37]>>[C:1]([O:5][CH2:6][CH2:7][O:8][C:9]1[CH:33]=[CH:32][C:12]([C:13]([O:15][C:16]2[CH:21]=[CH:20][C:19]([O:22][C:23](=[O:31])[C:24]3[CH:29]=[CH:28][C:27]([O:38][CH2:34][CH2:35][CH2:36][CH3:37])=[CH:26][CH:25]=3)=[CH:18][CH:17]=2)=[O:14])=[CH:11][CH:10]=1)(=[O:4])[CH:2]=[CH2:3]. Procedure details: 3c was prepared by the same procedure as 3b except that 4-butoxybenzoic acid was used instead of 4-fluorobenzoic acid. Product: C(C=C)(=O)OCCOC1=CC=C(C(=O)OC2=CC=C(C=C2)OC(C2=CC=C(C=C2)OCCCC)=O)C=C1 (4-[(4-butoxybenzoyl)oxy]phenyl 4-[2-(acryloyloxy)ethoxy]benzoate). The reactants are COC(CC1=CC2=CC=C(C=C2C(=C1C)OS(=O)(=O)C(F)(F)F)Cl)=O ((6-chloro-3-methyl-4-trifluoromethanesulfonyloxy-naphthalen-2-yl)-acetic acid methyl ester), C1(=CC=CC=C1)P(C1=CC=CC=C1)C1=CC=CC=C1 (Triphenylphosphine), C(C)(C)=NS(=O)(=O)C1=CC=C(C=C1)B(O)O (4-(N-isopropylylsulfamoyl)phenylboronic acid), aqueous solution, C([O-])([O-])=O.[Na+].[Na+] (sodium carbonate). The reagents and catalysts are C(C)(=O)[O-].[Pd+2].C(C)(=O)[O-] (palladium (II) acetate). The solvent is O (Water), C(OC)COC (dimethoxyethane). The product is COC(CC1=CC2=CC=C(C=C2C(=C1C)C1=CC=C(C=C1)S(NC(C)C)(=O)=O)Cl)=O ([6-chloro-4-(4-isopropylsulfamoyl-phenyl)-3-methyl-naphthalen-2-yl]-acetic acid methyl ester). The yield is 13.5%. As a reaction SMILES: [CH3:1][O:2][C:3](=[O:25])[CH2:4][C:5]1[C:14]([CH3:15])=[C:13](OS(C(F)(F)F)(=O)=O)[C:12]2[C:7](=[CH:8][CH:9]=[C:10]([Cl:24])[CH:11]=2)[CH:6]=1.C1(P(C2C=CC=CC=2)C2C=CC=CC=2)C=CC=CC=1.[C:45](=[N:48][S:49]([C:52]1[CH:57]=[CH:56][C:55](B(O)O)=[CH:54][CH:53]=1)(=[O:51])=[O:50])([CH3:47])[CH3:46].C(=O)([O-])[O-].[Na+].[Na+]>C(COC)OC.C([O-])(=O)C.[Pd+2].C([O-])(=O)C.O>[CH3:1][O:2][C:3](=[O:25])[CH2:4][C:5]1[C:14]([CH3:15])=[C:13]([C:55]2[CH:54]=[CH:53][C:52]([S:49](=[O:50])(=[O:51])[NH:48][CH:45]([CH3:47])[CH3:46])=[CH:57][CH:56]=2)[C:12]2[C:7](=[CH:8][CH:9]=[C:10]([Cl:24])[CH:11]=2)[CH:6]=1 |f:3.4.5,7.8.9|. Procedure details: A stirred solution of (6-chloro-3-methyl-4-trifluoromethanesulfonyloxy-naphthalen-2-yl)-acetic acid methyl ester (0.20 g, 0.50 mmol) in dimethoxyethane (10 mL) was purged with argon for 5 minutes at room temperature. Triphenylphosphine (0.030 g, 0.11 mmol), palladium (II) acetate (0.013 g, 0.055 mmol), 4-(N-isopropylylsulfamoyl)phenylboronic acid (0.165 g, 0.68 mmol) and a 2 M aqueous solution of sodium carbonate (1.0 mL, 2.0 mmol) were added simultaneously to the reaction mixture at room temper... Starting materials: C(C)(C)(C)NS(=O)(=O)C1=CC(=CC=C1)C1=NC=CC(=C1)C1=NC(=CC(=N1)C(F)F)C=1C=NC(=CC1)C(F)(F)F (3-{4-[4-difluoromethyl-6-(6-trifluoromethyl-pyridin-3-yl)-pyrimidin-2-yl]-pyridin-2-yl}-benzenesulfonic acid tert-butylamide), C(=O)(C(F)(F)F)O (TFA). The solvent is ClCCl (dichloromethane). Run at time 15 hour. The product is FC(C1=NC(=NC(=C1)C=1C=NC(=CC1)C(F)(F)F)C1=CC(=NC=C1)C=1C=C(C=CC1)S(=O)(=O)N)F (3-{4-[4-Difluoromethyl-6-(6-trifluoromethyl-pyridin-3-yl)-pyrimidin-2-yl]-pyridin-2-yl}-benzenesulfonamide). The yield is 38.9%. Reaction SMILES: C([NH:5][S:6]([C:9]1[CH:14]=[CH:13][CH:12]=[C:11]([C:15]2[CH:20]=[C:19]([C:21]3[N:26]=[C:25]([CH:27]([F:29])[F:28])[CH:24]=[C:23]([C:30]4[CH:31]=[N:32][C:33]([C:36]([F:39])([F:38])[F:37])=[CH:34][CH:35]=4)[N:22]=3)[CH:18]=[CH:17][N:16]=2)[CH:10]=1)(=[O:8])=[O:7])(C)(C)C.C(O)(C(F)(F)F)=O>ClCCl>[F:29][CH:27]([F:28])[C:25]1[CH:24]=[C:23]([C:30]2[CH:31]=[N:32][C:33]([C:36]([F:37])([F:39])[F:38])=[CH:34][CH:35]=2)[N:22]=[C:21]([C:19]2[CH:18]=[CH:17][N:16]=[C:15]([C:11]3[CH:10]=[C:9]([S:6]([NH2:5])(=[O:7])=[O:8])[CH:14]=[CH:13][CH:12]=3)[CH:20]=2)[N:26]=1. Reported procedure: To a cooled and stirred solution of 3-{4-[4-difluoromethyl-6-(6-trifluoromethyl-pyridin-3-yl)-pyrimidin-2-yl]-pyridin-2-yl}-benzenesulfonic acid tert-butylamide (0.16 g) in dichloromethane (4 ml) was added TFA (4 ml) and the reaction mixture was allowed to stir at room temperature for 15 h. The mixture was evaporated to dryness, poured into 2N Na2CO3 solution (25 ml) and extracted with ethyl acetate (3×50 ml). The combined organic layers were washed with brine (50 ml), dried (MgSO4) and evaporat... Reactants: Oc1ccc(C2=CCCCC2)cc1, CCCCCCCCC(Br)C(=O)OCC, CCO, [Na]. Product: CCCCCCCCC(Oc1ccc(C2=CCCCC2)cc1)C(=O)OCC. Reaction SMILES: [C:2]1([c:8]2[cH:9][cH:10][c:11]([OH:14])[cH:12][cH:13]2)=[CH:3][CH2:4][CH2:5][CH2:6][CH2:7]1.[CH2:15]([CH3:16])[O:17][C:18]([CH:19]([CH2:20][CH2:21][CH2:22][CH2:23][CH2:24][CH2:25][CH2:26][CH3:27])[Br:28])=[O:29].[CH3:30][CH2:31][OH:32].[Na:1]>>[C:2]1([c:8]2[cH:9][cH:10][c:11]([O:14][CH:19]([C:18]([O:17][CH2:15][CH3:16])=[O:29])[CH2:20][CH2:21][CH2:22][CH2:23][CH2:24][CH2:25][CH2:26][CH3:27])[cH:12][cH:13]2)=[CH:3][CH2:4][CH2:5][CH2:6][CH2:7]1. Starting materials: [I-].[Na+] (sodium iodide), C1(=CC=CC=C1)C1(CCCC1)CCS(=O)(=O)[O-] ((1-phenylcyclopentyl)methylmethanesulfonate). The solvent is C(C(C)C)C(=O)C (methyl isobutyl ketone). Product: C1(=CC=CC=C1)C1(CCCC1)CI ((1-Phenylcyclopentyl)methyl iodide). Isolated yield 44.8%. RXN SMILES: [I-:1].[Na+].[C:3]1([C:9]2([CH2:14]CS([O-])(=O)=O)[CH2:13][CH2:12][CH2:11][CH2:10]2)[CH:8]=[CH:7][CH:6]=[CH:5][CH:4]=1>C(C(C)=O)C(C)C>[C:3]1([C:9]2([CH2:14][I:1])[CH2:13][CH2:12][CH2:11][CH2:10]2)[CH:8]=[CH:7][CH:6]=[CH:5][CH:4]=1 |f:0.1|. Procedure details: 5.00 g (33.3 mmol) of sodium iodide were added to a solution of 1.00 g (3.93 mmol) of (1-phenylcyclopentyl)methylmethanesulfonate [prepared as described in step (ii) above] in 10 ml of methyl isobutyl ketone, and the resulting mixture was heated under reflux for 18 hours. At the end of this time, the solvent was removed by distillation under reduced pressure, and the resulting residue was partitioned between diethyl ether and water. The organic phase was washed with water, with a saturated aqueo... The reactants are [Al+3], CCOC(=O)c1cn(Cc2ccc3c(c2)CCC3NC(=O)OCc2ccccc2)nc1C(F)(F)F, C1CCOC1, [H-], [H-], [H-], [H-], [Li+]. The product is O=C(NC1CCc2cc(Cn3cc(CO)c(C(F)(F)F)n3)ccc21)OCc1ccccc1. Reaction SMILES: [Al+3:37].[CH2:1]([c:2]1[cH:3][cH:4][cH:5][cH:6][cH:7]1)[O:8][C:9](=[O:10])[NH:11][CH:12]1[CH2:13][CH2:14][c:15]2[cH:16][c:17]([CH2:21][n:22]3[n:23][c:24]([C:32]([F:33])([F:34])[F:35])[c:25]([C:27](=[O:28])[O:29][CH2:30][CH3:31])[cH:26]3)[cH:18][cH:19][c:20]21.[CH2:42]1[O:43][CH2:44][CH2:45][CH2:46]1.[H-:36].[H-:39].[H-:40].[H-:41].[Li+:38]>>[CH2:1]([c:2]1[cH:3][cH:4][cH:5][cH:6][cH:7]1)[O:8][C:9](=[O:10])[NH:11][CH:12]1[CH2:13][CH2:14][c:15]2[cH:16][c:17]([CH2:21][n:22]3[n:23][c:24]([C:32]([F:33])([F:34])[F:35])[c:25]([CH2:27][OH:28])[cH:26]3)[cH:18][cH:19][c:20]21. Starting materials: C1(CCCC1)OC=1C=C(C=CC1OC)C(CNCC#N)C ((±)-[[2-[3-(cyclopentyloxy)-4-methoxyphenyl]propyl]amino]acetonitrile). Reagents/catalysts: [Ni] (Raney Nickel). Run in N.CO (NH3 CH3OH). The product is C1(CCCC1)OC=1C=C(C=CC1OC)C(CNCCN)C ((±)-N-[2-[3-(cyclopentyloxy)-4-methoxyphenyl]propyl]-1,2-ethanediamine). Isolated yield 79.2%. As a reaction SMILES: [CH:1]1([O:6][C:7]2[CH:8]=[C:9]([CH:15]([CH3:21])[CH2:16][NH:17][CH2:18][C:19]#[N:20])[CH:10]=[CH:11][C:12]=2[O:13][CH3:14])[CH2:5][CH2:4][CH2:3][CH2:2]1>N.CO.[Ni]>[CH:1]1([O:6][C:7]2[CH:8]=[C:9]([CH:15]([CH3:21])[CH2:16][NH:17][CH2:18][CH2:19][NH2:20])[CH:10]=[CH:11][C:12]=2[O:13][CH3:14])[CH2:2][CH2:3][CH2:4][CH2:5]1 |f:1.2|. Procedure: A mixture of intermediate 21 (0.0117 mol) in NH3 /CH3OH (60 ml) was hydrogenated at RT with Raney Nickel (2 g) as a catalyst. After uptake of H2, the catalyst was filtered off and the filtrate was evaporated. The residue was treated with a 10% aqueous HCl solution, and this mixture was extracted with ethylacetate. The layers were separated. The aqueous phase was basified, then extracted with ethylacetate. The separated organic layer was dried, filtered, and the solvent was evaporated, yielding 2... Starting materials: C(#C)C=1C=NC=CC1 (3-ethynylpyridine), FC1=C(N)C(=CC(=C1)Cl)I (2-fluoro-4-chloro-6-iodoaniline). Reagents/catalysts: Cl[Pd]([P](C1=CC=CC=C1)(C2=CC=CC=C2)C3=CC=CC=C3)([P](C4=CC=CC=C4)(C5=CC=CC=C5)C6=CC=CC=C6)Cl (PdCl2(PPh3)2), [Cu]I (CuI). The solvent is C(C)N(CC)CC (triethylamine). Yields the product ClC1=CC(=C(C(=C1)C#CC=1C=NC=CC1)N)F (4-chloro-2-fluoro-6-pyridin-3-ylethynyl-phenylamine). RXN SMILES: [C:1]([C:3]1[CH:4]=[N:5][CH:6]=[CH:7][CH:8]=1)#[CH:2].[F:9][C:10]1[CH:16]=[C:15]([Cl:17])[CH:14]=[C:13](I)[C:11]=1[NH2:12]>C(N(CC)CC)C.Cl[Pd](Cl)([P](C1C=CC=CC=1)(C1C=CC=CC=1)C1C=CC=CC=1)[P](C1C=CC=CC=1)(C1C=CC=CC=1)C1C=CC=CC=1.[Cu]I>[Cl:17][C:15]1[CH:14]=[C:13]([C:2]#[C:1][C:3]2[CH:4]=[N:5][CH:6]=[CH:7][CH:8]=2)[C:11]([NH2:12])=[C:10]([F:9])[CH:16]=1 |^1:28,47|. Procedure: To a mixture of 3-ethynylpyridine (1.13 g, 11 mmol) and 2-fluoro-4-chloro-6-iodoaniline (2.71 g, 10 mmol) in triethylamine (100 mL) is added PdCl2(PPh3)2 (175 mg, 0.25 mmol) and CuI (95 mg, 0.50 mmol) and the mixture is refluxed for 1 h. The solvent is removed in vacuo and the residue is purified by silica gel flash chromatography (dichloromethane-methanol, 1:0 to 24:1) to give 4-chloro-2-fluoro-6-pyridin-3-ylethynyl-phenylamine. MS (ESI) m/z 247 (M+H)+. As a reaction SMILES: [CH3:58][O:59][CH2:60][CH2:61][O:62][CH3:63].[CH3:64][OH:65].[Cl-:57].[Cl:27][c:28]1[cH:29][c:30]([CH2:43][C:44](=[O:45])[O:46][CH3:47])[cH:31][cH:32][c:33]1[B:34]1[O:35][C:36]([CH3:37])([CH3:38])[C:39]([CH3:40])([CH3:41])[O:42]1.[F:1][C:2]([F:3])([F:4])[S:5]([O:6][c:7]1[c:8]([F:24])[cH:9][c:10](-[c:13]2[n:14][c:15]([C:21]([NH2:22])=[O:23])[c:16]([CH3:20])[n:17][c:18]2[CH3:19])[cH:11][cH:12]1)(=[O:25])=[O:26].[K+:53].[K+:54].[K+:55].[Li+:56].[OH2:66].[P:48]([O-:49])([O-:50])([O-:51])=[O:52]>>[c:7]1(-[c:33]2[c:28]([Cl:27])[cH:29][c:30]([CH2:43][C:44](=[O:45])[O:46][CH3:47])[cH:31][cH:32]2)[c:8]([F:24])[cH:9][c:10](-[c:13]2[n:14][c:15]([C:21]([NH2:22])=[O:23])[c:16]([CH3:20])[n:17][c:18]2[CH3:19])[cH:11][cH:12]1. Reactants: COCCOC, CO, [Cl-], COC(=O)Cc1ccc(B2OC(C)(C)C(C)(C)O2)c(Cl)c1, Cc1nc(C)c(-c2ccc(OS(=O)(=O)C(F)(F)F)c(F)c2)nc1C(N)=O, [K+], [K+], [K+], [Li+], O, O=P([O-])([O-])[O-]. Product: COC(=O)Cc1ccc(-c2ccc(-c3nc(C(N)=O)c(C)nc3C)cc2F)c(Cl)c1.